Dataset: the Open Reaction Database (ORD), a public repository of structured organic reaction records. Task: describe an organic reaction: reactants, conditions, products, and yield Reactants: C(=C\CCCCCCC)/B(O)O (E-1-nonenyl-dihydroxyborane), C(CCCCCCC)OC1=CC=C(C=C1)C#CC1=CC(=C(C=C1)Br)F (1-(4-octyloxylphenyl)-2-(4-bromo-3-fluorophenyl)acetylene), C1(=CC=CC=C1)C (toluene), C([O-])([O-])=O.[Na+].[Na+] (sodium carbonate). The reagents and catalysts are C=1C=CC(=CC1)[P](C=2C=CC=CC2)(C=3C=CC=CC3)[Pd]([P](C=4C=CC=CC4)(C=5C=CC=CC5)C=6C=CC=CC6)([P](C=7C=CC=CC7)(C=8C=CC=CC8)C=9C=CC=CC9)[P](C=1C=CC=CC1)(C=1C=CC=CC1)C=1C=CC=CC1 (tetrakis(triphenylphosphine)palladium). The solvent is O (water). The product is C(CCCCCCC)OC1=CC=C(C=C1)C#CC1=CC(=C(C=C1)\C=C\CCCCCCC)F (1-(4-octyloxyphenyl)-2-[4-(1-trans-nonenyl)-3-fluorophenyl]acetylene). The yield is 72.4%. Reaction SMILES: [CH2:1]([O:9][C:10]1[CH:15]=[CH:14][C:13]([C:16]#[C:17][C:18]2[CH:23]=[CH:22][C:21](Br)=[C:20]([F:25])[CH:19]=2)=[CH:12][CH:11]=1)[CH2:2][CH2:3][CH2:4][CH2:5][CH2:6][CH2:7][CH3:8].C1(C)C=CC=CC=1.C(=O)([O-])[O-].[Na+].[Na+].[CH:39](/B(O)O)=[CH:40]\[CH2:41][CH2:42][CH2:43][CH2:44][CH2:45][CH2:46][CH3:47]>C1C=CC([P]([Pd]([P](C2C=CC=CC=2)(C2C=CC=CC=2)C2C=CC=CC=2)([P](C2C=CC=CC=2)(C2C=CC=CC=2)C2C=CC=CC=2)[P](C2C=CC=CC=2)(C2C=CC=CC=2)C2C=CC=CC=2)(C2C=CC=CC=2)C2C=CC=CC=2)=CC=1.O>[CH2:1]([O:9][C:10]1[CH:15]=[CH:14][C:13]([C:16]#[C:17][C:18]2[CH:23]=[CH:22][C:21](/[CH:39]=[CH:40]/[CH2:41][CH2:42][CH2:43][CH2:44][CH2:45][CH2:46][CH3:47])=[C:20]([F:25])[CH:19]=2)=[CH:12][CH:11]=1)[CH2:2][CH2:3][CH2:4][CH2:5][CH2:6][CH2:7][CH3:8] |f:2.3.4,^1:54,56,75,94|. Reported procedure: In a four necked flask equipped with a thermometer and a stirrer, 1-(4-octyloxylphenyl)-2-(4-bromo-3-fluorophenyl)acetylene (4.8 g, 0.012 mol), tetrakis(triphenylphosphine)palladium (0.23 g, 0.2 mmol), toluene (50 ml), sodium carbonate (10.6 g, 0.1 mol) and water (90 ml) were charged. Then, to the mixture, E-1-nonenyl-dihydroxyborane (2.5 g, 0.015 mol) was added and reacted at a temperature of 80° to 85° C. for 6 hours. After cooling the reaction mixture, the aqueous layer was separated off, and... Starting materials: C1(=CC=CC=C1)COC(N(C)CCOC1=C(C=CC=C1)C(C)(C)NC1=NC=CN(C1=O)C1=C(C=CC(=C1)C(=O)NCC)C)=O ([2-[2-[1-[[4-[5-[(ethylamino)carbonyl]-2-methylphenyl]-3,4-dihydro-3-oxopyrazinyl]amino]-1-methylethyl]phenoxy]ethyl]methyl-carbamic acid phenylmethyl ester). Reagents/catalysts: [Pd] (Pd/C). Solvent: C(C)O (ethanol). Yields the product C(C)NC(C1=CC(=C(C=C1)C)N1C(C(=NC=C1)NC(C)(C1=C(C=CC=C1)OCCNC)C)=O)=O (N-Ethyl-4-methyl-3-[3-[[1-methyl-1-[2-[2-(methylamino)ethoxy]phenyl]ethyl]amino]-2-oxo-1(2H)-pyrazinyl]-benzamide). Isolated yield 0.2%. As a reaction SMILES: C1(CO[C:9](=O)[N:10]([CH2:12][CH2:13][O:14][C:15]2[CH:20]=[CH:19][CH:18]=[CH:17][C:16]=2[C:21]([NH:24][C:25]2[C:30](=[O:31])[N:29]([C:32]3[CH:37]=[C:36]([C:38]([NH:40][CH2:41][CH3:42])=[O:39])[CH:35]=[CH:34][C:33]=3[CH3:43])[CH:28]=[CH:27][N:26]=2)([CH3:23])[CH3:22])C)C=CC=CC=1>[Pd].C(O)C>[CH2:41]([NH:40][C:38](=[O:39])[C:36]1[CH:35]=[CH:34][C:33]([CH3:43])=[C:32]([N:29]2[CH:28]=[CH:27][N:26]=[C:25]([NH:24][C:21]([CH3:22])([C:16]3[CH:17]=[CH:18][CH:19]=[CH:20][C:15]=3[O:14][CH2:13][CH2:12][NH:10][CH3:9])[CH3:23])[C:30]2=[O:31])[CH:37]=1)[CH3:42]. Reported procedure: To [2-[2-[1-[[4-[5-[(ethylamino)carbonyl]-2-methylphenyl]-3,4-dihydro-3-oxopyrazinyl]amino]-1-methylethyl]phenoxy]ethyl]methyl-carbamic acid phenylmethyl ester (Example 220d, 1.10 g) was added ethanol (10 mL) and this was pumped through a Pd/C cartridge at 1 mL/min under max H2 at 50° C. on an H-Cube hydrogenator. The solvents were removed in vacuo and the residue then taken up in acetonitrile. Purification by preparative HPLC (ACE column, 0.2% TFA:acetonitrile eluent) followed by treatment with...